This data is from the Open Reaction Database (ORD), a public repository of structured organic reaction records. The task is: describe an organic reaction: reactants, conditions, products, and yield Reactants: CN1C=2C=CC(=CC2C(=NCC1=O)C=3C=CC=CC3F)[N+](=O)[O-] (flunitrazepam), COC=1C=C(OCC(=O)O)C=C(C1)OC ((3,5-dimethoxy-phenoxy)-acetic acid). Yields the product COC=1C=C(O[C@H](C(=O)O)[C@]2(C3=C(N(C(CN2)=O)C)C=CC(=C3)[N+](=O)[O-])C3=C(C=CC=C3)F)C=C(C1)OC ((±)-(S*)-(3,5-Dimethoxy-phenoxy)-[(5S*)-5-(2-fluoro-phenyl)-1-methyl-7-nitro-2-oxo-2,3,4,5-tetrahydro-1H-benzo[e][1,4]diazepin-5-yl]-acetic acid). RXN SMILES: [CH3:1][N:2]1[C:12](=[O:13])[CH2:11][N:10]=[C:9]([C:14]2[CH:15]=[CH:16][CH:17]=[CH:18][C:19]=2[F:20])[C:8]2[CH:7]=[C:6]([N+:21]([O-:23])=[O:22])[CH:5]=[CH:4][C:3]1=2.[CH3:24][O:25][C:26]1[CH:27]=[C:28]([CH:34]=[C:35]([O:37][CH3:38])[CH:36]=1)[O:29][CH2:30][C:31]([OH:33])=[O:32]>>[CH3:24][O:25][C:26]1[CH:27]=[C:28]([CH:34]=[C:35]([O:37][CH3:38])[CH:36]=1)[O:29][C@@H:30]([C@:9]1([C:14]2[CH:15]=[CH:16][CH:17]=[CH:18][C:19]=2[F:20])[NH:10][CH2:11][C:12](=[O:13])[N:2]([CH3:1])[C:3]2[CH:4]=[CH:5][C:6]([N+:21]([O-:23])=[O:22])=[CH:7][C:8]1=2)[C:31]([OH:33])=[O:32]. Reported procedure: (±)-(S*)-(3,5-Dimethoxy-phenoxy)-[(5S*)-5-(2-fluoro-phenyl)-1-methyl-7-nitro-2-oxo-2,3,4,5-tetrahydro-1H-benzo[e][1,4]diazepin-5-yl]-acetic acid is prepared starting from flunitrazepam (5-(2-fluoro-phenyl)-1-methyl-7-nitro-1,3-dihydro-benzo[e][1,4]diazepin-2-one) and (3,5-dimethoxy-phenoxy)-acetic acid (Example 1) in analogy to Example 18. LC-MS1: tR=0.82 min, [M+1]+=526.02. Starting materials: Br, COc1cc2c(c3c1OC(C)(C)C3)C(c1ccccc1)=NC(C)(C)C2, N, O. Yields the product CC1(C)Cc2cc(O)c3c(c2C(c2ccccc2)=N1)CC(C)(C)O3. Reaction SMILES: [BrH:1].[CH3:2][O:3][c:4]1[cH:5][c:6]2[c:11]([c:12]3[c:13]1[O:14][C:15]([CH3:17])([CH3:18])[CH2:16]3)[C:10]([c:19]1[cH:20][cH:21][cH:22][cH:23][cH:24]1)=[N:9][C:8]([CH3:25])([CH3:26])[CH2:7]2.[NH3:27].[OH2:28]>>[OH:3][c:4]1[cH:5][c:6]2[c:11]([c:12]3[c:13]1[O:14][C:15]([CH3:17])([CH3:18])[CH2:16]3)[C:10]([c:19]1[cH:20][cH:21][cH:22][cH:23][cH:24]1)=[N:9][C:8]([CH3:25])([CH3:26])[CH2:7]2. The reactants are CCCCCCCCCCCC(=O)Cl, O=C([O-])O, CN(C)C=O, Nc1nc2c(ncn2C2OC(CO)C(O)C2O)c(=O)[nH]1, [Na+]. Product: CCCCCCCCCCCC(=O)C1(n2cnc3c(=O)[nH]c(N)nc32)OC(CO)C(O)C1O. RXN SMILES: [C:21]([CH2:22][CH2:23][CH2:24][CH2:25][CH2:26][CH2:27][CH2:28][CH2:29][CH2:30][CH2:31][CH3:32])(=[O:33])[Cl:34].[C:35](=[O:36])([OH:37])[O-:38].[CH3:40][N:41]([CH3:42])[CH:43]=[O:44].[NH2:1][c:2]1[n:3][c:4]2[n:5]([CH:12]3[O:13][CH:14]([CH2:15][OH:16])[CH:17]([OH:18])[CH:19]3[OH:20])[cH:6][n:7][c:8]2[c:9](=[O:10])[nH:11]1.[Na+:39]>>[NH2:1][c:2]1[n:3][c:4]2[n:5]([C:12]3([C:21]([CH2:22][CH2:23][CH2:24][CH2:25][CH2:26][CH2:27][CH2:28][CH2:29][CH2:30][CH2:31][CH3:32])=[O:33])[O:13][CH:14]([CH2:15][OH:16])[CH:17]([OH:18])[CH:19]3[OH:20])[cH:6][n:7][c:8]2[c:9](=[O:10])[nH:11]1. Procedure details: 1-(2,5-Dichlorobenzyl)-7-iodo-1,2,3,4-tetrahydropyrido[2,3-b]pyrazine (108 mg) was coupled with 4-prop-2-ynyl-thiomorpholine 1,1-dioxide as in General Procedure 5 to give the title compound as an off-white solid (34% yield). M.p.>200° C., LCMS: m/z=467.33 (M+H+), 1H-NMR (CDCl3, 400 MHz) δ 3.11 (8H, s), 3.40 (2H, t, J=4.8 Hz), 3.56 (2H, s), 3.61 (2H, t, J=4.7 Hz), 4.41 (2H, s), 6.42 (1H, dt, J=1.5 Hz), 7.22 (2H, m), 7.35 (1H, d, J=8.3 Hz), 7.58 (1H, d, J=1.5 Hz). The yield is 34.0%. RXN SMILES: [Cl:1][C:2]1[CH:19]=[CH:18][C:17]([Cl:20])=[CH:16][C:3]=1[CH2:4][N:5]1[CH2:10][CH2:9][NH:8][C:7]2[N:11]=[CH:12][C:13](I)=[CH:14][C:6]1=2.[CH2:21]([N:24]1[CH2:29][CH2:28][S:27](=[O:31])(=[O:30])[CH2:26][CH2:25]1)[C:22]#[CH:23]>>[Cl:1][C:2]1[CH:19]=[CH:18][C:17]([Cl:20])=[CH:16][C:3]=1[CH2:4][N:5]1[CH2:10][CH2:9][NH:8][C:7]2[N:11]=[CH:12][C:13]([C:23]#[C:22][CH2:21][N:24]3[CH2:25][CH2:26][S:27](=[O:31])(=[O:30])[CH2:28][CH2:29]3)=[CH:14][C:6]1=2. Reactants: ClC1=C(CN2C3=C(NCC2)N=CC(=C3)I)C=C(C=C1)Cl (1-(2,5-Dichlorobenzyl)-7-iodo-1,2,3,4-tetrahydropyrido[2,3-b]pyrazine), C(C#C)N1CCS(CC1)(=O)=O (4-prop-2-ynyl-thiomorpholine 1,1-dioxide). The product is ClC1=C(CN2C3=C(NCC2)N=CC(=C3)C#CCN3CCS(CC3)(=O)=O)C=C(C=C1)Cl (1-(2,5-Dichlorobenzyl)-7-[3-(1,1-dioxo-1λ6-thiomorpholin-4-yl)prop-1-ynyl]-1,2,3,4-tetrahydropyrido[2,3-b]pyrazine). The reactants are N1=C(C=NC=C1)N (pyrazin-2-amine), C(C)(C)[Mg]Cl (isopropylmagnesium chloride), N1([C@@H](CC1)C(=O)OC)C(=O)OC(C)(C)C ((S)-1-tert-butyl 2-methyl azetidine-1,2-dicarboxylate). The solvent is C1CCOC1 (THF), C1CCOC1 (THF). Run at time 30 minute. Yields the product N1=C(C=NC=C1)NC(=O)[C@H]1N(CC1)C(=O)OC(C)(C)C ((S)-tert-Butyl 2-(pyrazin-2-ylcarbamoyl)azetidine-1-carboxylate). Reaction SMILES: [N:1]1[CH:6]=[CH:5][N:4]=[CH:3][C:2]=1[NH2:7].C([Mg]Cl)(C)C.[N:13]1([C:21]([O:23][C:24]([CH3:27])([CH3:26])[CH3:25])=[O:22])[CH2:16][CH2:15][C@H:14]1[C:17](OC)=[O:18]>C1COCC1>[N:1]1[CH:6]=[CH:5][N:4]=[CH:3][C:2]=1[NH:7][C:17]([C@@H:14]1[CH2:15][CH2:16][N:13]1[C:21]([O:23][C:24]([CH3:27])([CH3:26])[CH3:25])=[O:22])=[O:18]. Procedure: To a stirred solution of pyrazin-2-amine (1.626 g, 17.10 mmol) in THF (40 mL) was added isopropylmagnesium chloride (8.44 mL, 16.88 mmol) at 0° C. under N2. The resulting slurry was stirred at RT for 30 min. A solution of (S)-1-tert-butyl 2-methyl azetidine-1,2-dicarboxylate (0.92 g, 4.27 mmol) in THF (5 ml) was added to the reaction slurry. The reaction mixture was stirred at RT for 4 h. and concentrated. The residue was dissolved in EtOAc and washed with 1N HCl, water, and brine. The organic l... Yields the product ClC1=CC=CC2=C1C(N1[C@H](C=3N2C=NC3C(=O)O[C@H]3[C@@H](CCCC3)C)CCC1)=O (trans-2-methylcyclohexyl (S)-8-chloro-11,12,13,13a-tetrahydro-9-oxo-9H-imidazo[1,5-a]pyrrolo[2,1-c][1,4]benzodiazepine-1-carboxylate). Reaction conditions: time 6 hour. Procedure details: A mixture of 3.45 (10 mmol) of ethyl (S)-8-chloro-11,12,13,13a-tetrahydro-9-oxo-9H-imidazo[1,5-a]pyrrolo[2,1-c][1,4]benzodiazepine-1-carboxylate, 11.4 g (100 mmol) of trans-2-methylcyclohexanol and 100 mg of powdered potassium cyanide is stirred at 130° for 6 hours, the solution obtained is evaporated to dryness and the residue is chromatographed on a silica gel column. By recrystallization from ethyl acetate there is obtained trans-2-methylcyclohexyl (S)-8-chloro-11,12,13,13a-tetrahydro-9-oxo-9... Reaction SMILES: [Cl:1][C:2]1[C:7]2[C:8](=[O:24])[N:9]3[CH2:23][CH2:22][CH2:21][C@H:10]3[C:11]3[N:12]([CH:13]=[N:14][C:15]=3[C:16](OCC)=[O:17])[C:6]=2[CH:5]=[CH:4][CH:3]=1.[CH3:25][C@@H:26]1[CH2:31][CH2:30][CH2:29][CH2:28][C@H:27]1[OH:32].[C-]#N.[K+]>>[Cl:1][C:2]1[C:7]2[C:8](=[O:24])[N:9]3[CH2:23][CH2:22][CH2:21][C@H:10]3[C:11]3[N:12]([CH:13]=[N:14][C:15]=3[C:16]([O:32][C@@H:27]3[CH2:28][CH2:29][CH2:30][CH2:31][C@H:26]3[CH3:25])=[O:17])[C:6]=2[CH:5]=[CH:4][CH:3]=1 |f:2.3|. Reactants: 3.45, ClC1=CC=CC2=C1C(N1[C@H](C=3N2C=NC3C(=O)OCC)CCC1)=O (ethyl (S)-8-chloro-11,12,13,13a-tetrahydro-9-oxo-9H-imidazo[1,5-a]pyrrolo[2,1-c][1,4]benzodiazepine-1-carboxylate), C[C@H]1[C@@H](CCCC1)O (trans-2-methylcyclohexanol), [C-]#N.[K+] (potassium cyanide). The reactants are C(C)(=O)N1C(SCC1C(=O)O)C1=C(C=CC(=C1)OC(C)=O)OC(C)=O (3-acetyl-2-(2,5-diacetyloxyphenyl)-1,3-thiazolidine-4-carboxylic acid), 2,5-dimethyl ester, Cl.N[C@@H](CS)C(=O)O (L-cysteine hydrochloride). Yields the product COC(=O)C1N(C(SC1)C1=C(C=CC(=C1)OC(C)=O)OC(C)=O)C(C)=O (Methyl-3-acetyl-2-(2,5-diacetyloxyphenyl)-1,3-thiazolidine-4-carboxylate). RXN SMILES: [C:1]([N:4]1[CH:8]([C:9]([OH:11])=[O:10])[CH2:7][S:6][CH:5]1[C:12]1[CH:17]=[C:16]([O:18][C:19](=[O:21])[CH3:20])[CH:15]=[CH:14][C:13]=1[O:22][C:23](=[O:25])[CH3:24])(=[O:3])[CH3:2].Cl.N[C@H:28](C(O)=O)CS>>[CH3:28][O:10][C:9]([CH:8]1[CH2:7][S:6][CH:5]([C:12]2[CH:17]=[C:16]([O:18][C:19](=[O:21])[CH3:20])[CH:15]=[CH:14][C:13]=2[O:22][C:23](=[O:25])[CH3:24])[N:4]1[C:1](=[O:3])[CH3:2])=[O:11] |f:1.2|. Procedure details: The procedure described above for preparation of 3-acetyl-2-(2,5-diacetyloxyphenyl)-1,3-thiazolidine-4-carboxylic acid (5) was followed to prepare 10, except that a 2,5-dimethyl ester of L-cysteine hydrochloride was employed as starting material. The reactants are C1C(CC2=CC=CC=C12)NC=1C=C2C(=C(C(=NC2=CC1)C)C(=O)OC(C)(C)C)C1=CC=CC=C1 (tert-Butyl 6-(2,3-dihydro-1H-inden-2-ylamino)-2-methyl-4-phenylquinoline-3-carboxylate). The solvent is C(=O)(C(F)(F)F)O (CF3COOH). Product: C1C(CC2=CC=CC=C12)NC=1C=C2C(=C(C(=NC2=CC1)C)C(=O)O)C1=CC=CC=C1 (6-(2,3-dihydro-1H-inden-2-ylamino)-2-methyl-4-phenylquinoline-3-carboxylic acid). Yield: 89.1%. RXN SMILES: [CH2:1]1[C:9]2[C:4](=[CH:5][CH:6]=[CH:7][CH:8]=2)[CH2:3][CH:2]1[NH:10][C:11]1[CH:12]=[C:13]2[C:18](=[CH:19][CH:20]=1)[N:17]=[C:16]([CH3:21])[C:15]([C:22]([O:24]C(C)(C)C)=[O:23])=[C:14]2[C:29]1[CH:34]=[CH:33][CH:32]=[CH:31][CH:30]=1>C(O)(C(F)(F)F)=O>[CH2:1]1[C:9]2[C:4](=[CH:5][CH:6]=[CH:7][CH:8]=2)[CH2:3][CH:2]1[NH:10][C:11]1[CH:12]=[C:13]2[C:18](=[CH:19][CH:20]=1)[N:17]=[C:16]([CH3:21])[C:15]([C:22]([OH:24])=[O:23])=[C:14]2[C:29]1[CH:34]=[CH:33][CH:32]=[CH:31][CH:30]=1. Reported procedure: A mixture of the product of Step 3 (1.4 g, 3.1 mmol), in anhydrous CF3COOH (3 ml) was stirred for 24 h at room temperature under N2, than evaporated to dryness under reduced pressure. The residue was dried in vacuo for 1 h and suspended in H2O (10 ml) and the pH of the mixture was adjusted to ˜8 with NH4OH. This was filtered and filtrate was partially evaporated under reduced pressure. The precipitate formed was filtered off, washed with H2O, small volume of EtOH, Et2O and dried in vacuo to give...